From a dataset of the Open Reaction Database (ORD), a public repository of structured organic reaction records. describe an organic reaction: reactants, conditions, products, and yield The reactants are C(N)(=O)C(C1=CC=CC=C1)(C1=CC=CC=C1)[C@H]1CNCC1 ((S)-3-(1-carbamoyl-1,1-diphenylmethyl)pyrrolidine), C(C)(=O)O[BH-](OC(C)=O)OC(C)=O.[Na+] (sodium triacetoxyborohydride), C(C)(=O)O (acetic acid), C(CCCC#C)=O (hex-5-yn-1-al). The solvent is ClCCl (dichloromethane), ClCCl (dichloromethane). Conditions: time 8 hour. Product: C(N)(=O)C(C1=CC=CC=C1)(C1=CC=CC=C1)[C@H]1CN(CC1)CCCCC#C ((S)-3-(1-Carbamoyl-1,1-diphenylmethyl)-1-(hex-5-yn-1-yl)pyrrolidine). The yield is 81.5%. Reaction SMILES: [C:1]([C:4]([C@@H:17]1[CH2:21][CH2:20][NH:19][CH2:18]1)([C:11]1[CH:16]=[CH:15][CH:14]=[CH:13][CH:12]=1)[C:5]1[CH:10]=[CH:9][CH:8]=[CH:7][CH:6]=1)(=[O:3])[NH2:2].C(O[BH-](OC(=O)C)OC(=O)C)(=O)C.[Na+].C(O)(=O)C.[CH:40](=O)[CH2:41][CH2:42][CH2:43][C:44]#[CH:45]>ClCCl>[C:1]([C:4]([C@@H:17]1[CH2:21][CH2:20][N:19]([CH2:45][CH2:44][CH2:43][CH2:42][C:41]#[CH:40])[CH2:18]1)([C:11]1[CH:12]=[CH:13][CH:14]=[CH:15][CH:16]=1)[C:5]1[CH:10]=[CH:9][CH:8]=[CH:7][CH:6]=1)(=[O:3])[NH2:2] |f:1.2|. Procedure details: To a stirred solution of (S)-3-(1-carbamoyl-1,1-diphenylmethyl)pyrrolidine (64.4 g, 0.23 mol); sodium triacetoxyborohydride (50.9 g, 0.24 mol) and acetic acid (13 mL, 0.23 mol) in dichloromethane (511 mL) at room temperature, was added a solution of hex-5-yn-1-al (26.14 g, 0.27 mol) in dichloromethane (256 mL). The reaction mixture stirred at room temperature overnight (ca. 8 hours) and then the reaction mixture was quenched by addition of concentrated hydrochloric acid (30 mL) and stirring was ... The reactants are CCOC(C)=O, COc1ccc2c(C(=O)O)c(C(C)C)[nH]c2c1, ClCCl, NCc1ccc(F)c(F)c1. Product: COc1ccc2c(C(=O)NCc3ccc(F)c(F)c3)c(C(C)C)[nH]c2c1. RXN SMILES: [CH3:31][CH2:32][O:33][C:34]([CH3:35])=[O:36].[CH:1]([CH3:2])([CH3:3])[c:4]1[nH:5][c:6]2[cH:7][c:8]([O:16][CH3:17])[cH:9][cH:10][c:11]2[c:12]1[C:13](=[O:14])[OH:15].[Cl:28][CH2:29][Cl:30].[F:18][c:19]1[cH:20][c:21]([CH2:22][NH2:23])[cH:24][cH:25][c:26]1[F:27]>>[CH:1]([CH3:2])([CH3:3])[c:4]1[nH:5][c:6]2[cH:7][c:8]([O:16][CH3:17])[cH:9][cH:10][c:11]2[c:12]1[C:13](=[O:15])[NH:23][CH2:22][c:21]1[cH:20][c:19]([F:18])[c:26]([F:27])[cH:25][cH:24]1. Reactants: [F-].[K+] (potassium fluoride), C(=C)[Sn](CCCC)(CCCC)CCCC (Vinyltri-n-butyltin), C(#N)C1=CC(=C(C=O)C=C1)S(=O)(=O)C(F)(F)F (4-cyano-2-trifluoromethylsulphonyl-benzaldehyde), tris(dibenzylidenacetone)dipalladium(0), O1C(=CC=C1)P(C=1OC=CC1)C=1OC=CC1 (tris(2-furyl)phosphine), [Cl-].[Li+] (lithium chloride). Solvent: C(C)OCC (diethyl ether), CN1C(CCC1)=O (N-methylpyrrolidinone). Conditions: time 5 minute. Yields the product C(#N)C1=CC(=C(C=O)C=C1)C=C (4-cyano-2-vinylbenzaldehyde). Reaction SMILES: [C:1]([C:3]1[CH:10]=[CH:9][C:6]([CH:7]=[O:8])=[C:5](S(C(F)(F)F)(=O)=O)[CH:4]=1)#[N:2].O1C=C[CH:20]=[C:19]1P(C1OC=CC=1)C1OC=CC=1.[Cl-].[Li+].C([Sn](CCCC)(CCCC)CCCC)=C.[F-].[K+]>CN1CCCC1=O.C(OCC)C>[C:1]([C:3]1[CH:10]=[CH:9][C:6]([CH:7]=[O:8])=[C:5]([CH:19]=[CH2:20])[CH:4]=1)#[N:2] |f:2.3,5.6|. Procedure details: A mixture of 4-cyano-2-trifluoromethylsulphonyl-benzaldehyde (0.91 g, 3.26 mmol), tris(dibenzylidenacetone)dipalladium(0) (67 mg, 0.074 mmol), tris(2-furyl)phosphine (34 mg, 0.15 mmol) and anhydrous lithium chloride (0.47 g, 11.04 mmol) in dry N-methylpyrrolidinone (10 ml) was stirred under an atmosphere of nitrogen at room temperature for 5 minutes. Vinyltri-n-butyltin (1.31 g, 4.08 mmol) was added and the solution stirred at room temperature fo 22 hours. A saturated solution of potassium fluor... Reactants: CNC1CCN(C2CCCCC2)C1, O=C(Cl)c1cccc2ccccc12, c1ccccc1. Yields the product CN(C(=O)c1cccc2ccccc12)C1CCN(C2CCCCC2)C1, Cl. Reaction SMILES: [CH:1]1([N:7]2[CH2:8][CH:9]([NH:12][CH3:13])[CH2:10][CH2:11]2)[CH2:2][CH2:3][CH2:4][CH2:5][CH2:6]1.[c:14]1([C:24](=[O:25])[Cl:26])[cH:15][cH:16][cH:17][c:18]2[cH:19][cH:20][cH:21][cH:22][c:23]12.[cH:27]1[cH:28][cH:29][cH:30][cH:31][cH:32]1>>[CH:1]1([N:7]2[CH2:8][CH:9]([N:12]([CH3:13])[C:24]([c:14]3[cH:15][cH:16][cH:17][c:18]4[cH:19][cH:20][cH:21][cH:22][c:23]34)=[O:25])[CH2:10][CH2:11]2)[CH2:2][CH2:3][CH2:4][CH2:5][CH2:6]1.[ClH:26]. The reactants are [K+], O=[Mn](=O)(=O)[O-], O, Cc1c2c(c(C=O)n1-c1ccccc1)C(C)(C#N)CC2(C)C, c1ccncc1. Product: Cc1c2c(c(C(=O)O)n1-c1ccccc1)C(C)(C#N)CC2(C)C. RXN SMILES: [K+:28].[Mn:23](=[O:24])([O-:25])(=[O:26])=[O:27].[OH2:35].[c:1]1(-[n:7]2[c:8]([CH3:22])[c:9]3[c:10]([c:11]2[CH:12]=[O:13])[C:14]([C:19]#[N:20])([CH3:21])[CH2:15][C:16]3([CH3:17])[CH3:18])[cH:2][cH:3][cH:4][cH:5][cH:6]1.[cH:29]1[cH:30][cH:31][n:32][cH:33][cH:34]1>>[c:1]1(-[n:7]2[c:8]([CH3:22])[c:9]3[c:10]([c:11]2[C:12](=[O:13])[OH:24])[C:14]([C:19]#[N:20])([CH3:21])[CH2:15][C:16]3([CH3:17])[CH3:18])[cH:2][cH:3][cH:4][cH:5][cH:6]1.